From a dataset of the Open Reaction Database (ORD), a public repository of structured organic reaction records. describe an organic reaction: reactants, conditions, products, and yield Procedure details: A mixture of p-hydroxyphenylacetamide (3.8 g), ethyl 4-bromobutyrate (3.6 ml) and K2CO3 (3.45 g) was stirred for 12 hr in DMF (30 ml). The mixture was diluted with water (100 ml); the solid was filtered and air dried. Crystallization of the solid from ethanol gave 4 g (60%) of the title compound as white crystals; mp 144.5°-145.5°. Yields the product C(C)OC(CCCOC1=CC=C(C=C1)C(=O)N)=O (4-(4-Aminocarbonylphenoxy)butanoic acid ethyl ester). RXN SMILES: [CH:1]1[C:6](CC(N)=O)=[CH:5][CH:4]=[C:3]([OH:11])[CH:2]=1.Br[CH2:13][CH2:14][CH2:15][C:16]([O:18][CH2:19][CH3:20])=[O:17].C([O-])([O-])=O.[K+].[K+].C[N:28]([CH:30]=[O:31])C>O>[CH2:19]([O:18][C:16](=[O:17])[CH2:15][CH2:14][CH2:13][O:11][C:3]1[CH:4]=[CH:5][C:6]([C:30]([NH2:28])=[O:31])=[CH:1][CH:2]=1)[CH3:20] |f:2.3.4|. Isolated yield 60.0%. The solvent is O (water). Starting materials: C1=CC(=CC=C1CC(=O)N)O (p-hydroxyphenylacetamide), BrCCCC(=O)OCC (ethyl 4-bromobutyrate), C(=O)([O-])[O-].[K+].[K+] (K2CO3), CN(C)C=O (DMF). The reactants are CN(C)C=O, O=C(Cl)CCC1CCN(C(=O)OCc2ccccc2)CC1, O. The product is O=C(OCc1ccccc1)N1CCC(CCCO)CC1. Reaction SMILES: [CH3:1][N:2]([CH3:3])[CH:4]=[O:5].[Cl:6][C:7]([CH2:8][CH2:9][CH:10]1[CH2:11][CH2:12][N:13]([C:16](=[O:17])[O:18][CH2:19][c:20]2[cH:21][cH:22][cH:23][cH:24][cH:25]2)[CH2:14][CH2:15]1)=[O:26].[OH2:27]>>[CH2:7]([CH2:8][CH2:9][CH:10]1[CH2:11][CH2:12][N:13]([C:16](=[O:17])[O:18][CH2:19][c:20]2[cH:21][cH:22][cH:23][cH:24][cH:25]2)[CH2:14][CH2:15]1)[OH:26].